Dataset: the Open Reaction Database (ORD), a public repository of structured organic reaction records. Task: describe an organic reaction: reactants, conditions, products, and yield Reactants: [OH-].[Na+] (NaOH), OC1CCN(CC1)C=1C=C(C2=CC=CC=C2C1)C(=O)NC=1C(=C(C(=O)OC)C=CC1C)C (methyl 3-(3-(4-hydroxypiperidin-1-yl)-1-naphthamido)-2,4-dimethylbenzoate), CO (MeOH). Run in C1CCOC1 (THF). Reaction conditions: time 12 hour. Product: OC1CCN(CC1)C=1C=C(C2=CC=CC=C2C1)C(=O)NC=1C(=C(C(=O)O)C=CC1C)C (3-[[3-(4-hydroxy-1-piperidyl)naphthalene-1-carbonyl]amino]-2,4-dimethyl-benzoic acid). The yield is 29.1%. RXN SMILES: [OH-].[Na+].[OH:3][CH:4]1[CH2:9][CH2:8][N:7]([C:10]2[CH:11]=[C:12]([C:20]([NH:22][C:23]3[C:24]([CH3:34])=[C:25]([CH:30]=[CH:31][C:32]=3[CH3:33])[C:26]([O:28]C)=[O:27])=[O:21])[C:13]3[C:18]([CH:19]=2)=[CH:17][CH:16]=[CH:15][CH:14]=3)[CH2:6][CH2:5]1.CO>C1COCC1>[OH:3][CH:4]1[CH2:5][CH2:6][N:7]([C:10]2[CH:11]=[C:12]([C:20]([NH:22][C:23]3[C:24]([CH3:34])=[C:25]([CH:30]=[CH:31][C:32]=3[CH3:33])[C:26]([OH:28])=[O:27])=[O:21])[C:13]3[C:18]([CH:19]=2)=[CH:17][CH:16]=[CH:15][CH:14]=3)[CH2:8][CH2:9]1 |f:0.1|. Procedure details: A solution of aqueous 2N NaOH (3.00 ml) is added to a stirred solution of methyl 3-(3-(4-hydroxypiperidin-1-yl)-1-naphthamido)-2,4-dimethylbenzoate (0.10 g, 0.23 mmol) in THF:MeOH (3 ml:1 ml). After 12 hours at room temperature, the organic solvent is removed under reduced pressure and the residue is diluted with water, acidified to pH 4 with aqueous 1N HCl and extracted with dichloromethane (2×20 ml). The organic layers are combined and dried over anhydrous sodium sulfate. The solvent is remove... Reactants: B(O)(O)O (boric acid), N(=O)[O-].[Na+] (sodium nitrite), NC1=C(C=CC=C1)C1=CC=C(C=C1)C(C(=O)OCC)O (ethyl 2'-amino-4-biphenylylglycolate), Cl (hydrochloric acid), F (hydrofluoric acid). The solvent is O (water). Reaction conditions: temperature 0 celsius, time 0.5 hour. Yields the product diazonium salt, FC1=C(C=CC=C1)C1=CC=C(C=C1)C(C(=O)OCC)O (ethyl 2'-fluoro-4-biphenylylglycolate). RXN SMILES: N[C:2]1[CH:7]=[CH:6][CH:5]=[CH:4][C:3]=1[C:8]1[CH:13]=[CH:12][C:11]([CH:14]([OH:20])[C:15]([O:17][CH2:18][CH3:19])=[O:16])=[CH:10][CH:9]=1.Cl.N([O-])=O.[Na+].B(O)(O)O.[FH:30]>O>[F:30][C:2]1[CH:7]=[CH:6][CH:5]=[CH:4][C:3]=1[C:8]1[CH:13]=[CH:12][C:11]([CH:14]([OH:20])[C:15]([O:17][CH2:18][CH3:19])=[O:16])=[CH:10][CH:9]=1 |f:2.3|. Procedure details: To 44.2 g. (0.15 moles) of ethyl 2'-amino-4-biphenylylglycolate is added at 0°C 44 ml. of 1.5 moles of concentrated hydrochloric acid. The reaction mixture is maintained at 0°C and the diazonium salt is prepared with23.2 g. (0.32 moles) of 95% sodium nitrite in 80 ml. of water. To this mixutre is rapidly added a solution of 10.4 g. (0.17 moles) of boric acid dissolved in 22 g. (0.66 moles) of 60% hydrofluoric acid. The reaction mixture is then stirred for 1/2 hour and filtered, washed with 3 × 2... Starting materials: C1(=CC=CC=C1)C1CC(C(C(N1)=O)C(=O)OC)=O (methyl 6-phenyl-2-,4-dioxopiperidine-3-carboxylate). Solvent: C(C)#N (acetonitrile). Yields the product OC1=CC(NC(C1)C1=CC=CC=C1)=O (5,6-Dihydro-4-hydroxy-6-phenyl-2(1H)-pyridinone). As a reaction SMILES: [C:1]1([CH:7]2[NH:12][C:11](=[O:13])[CH:10](C(OC)=O)[C:9](=[O:18])[CH2:8]2)[CH:6]=[CH:5][CH:4]=[CH:3][CH:2]=1>C(#N)C>[OH:18][C:9]1[CH2:8][CH:7]([C:1]2[CH:2]=[CH:3][CH:4]=[CH:5][CH:6]=2)[NH:12][C:11](=[O:13])[CH:10]=1. Procedure details: The title compound was prepared by decarboxylation of methyl 6-phenyl-2-,4-dioxopiperidine-3-carboxylate (prepared as per Ashton et al., Heterocycles 28: (2) 1015 (1989)) by refluxing in acetonitrile (as per Toda et al., J. Antibiotics 23: (2) 173 (1980)). Removal of the solvent gave a solid (m.p. 166°-169° C,). 1H NMR (CDCl3) δ 2.77 (dd, 1 H), 2.90 (dd, 1 H), 3.38 (s, 2 H), 4.80 (dd, 1 H), 6.40 (s, 1 H), 7.32-7.46 (m, 5 H). Starting materials: ClC=1C=CC=2N(C(C3=C(N(C2N1)C)N=CC=C3)=O)C (2-chloro-5,11-dihydro-5,11-dimethyl-6H-dipyrido[3,2-b:2',3'-e][1,4]diazepin-6-one), C(C)(C)(C)OC(=O)C=1NC=CC1 ((t-butoxycarbonyl)pyrrole). Product: CN1C2=C(N(C3=C(C1=O)C=CC=N3)C)N=C(C=C2)C=2NC=CC2 (5,11-Dihydro-5,11-dimethyl-2-(2-pyrrolyl)-6H-dipyrido[3,2-b:2',3'-e][1,4]diazepin-6-one). Reaction SMILES: Cl[C:2]1[CH:3]=[CH:4][C:5]2[N:6]([CH3:19])[C:7](=[O:18])[C:8]3[CH:17]=[CH:16][CH:15]=[N:14][C:9]=3[N:10]([CH3:13])[C:11]=2[N:12]=1.C(OC([C:27]1[NH:28][CH:29]=[CH:30][CH:31]=1)=O)(C)(C)C>>[CH3:19][N:6]1[C:7](=[O:18])[C:8]2[CH:17]=[CH:16][CH:15]=[N:14][C:9]=2[N:10]([CH3:13])[C:11]2[N:12]=[C:2]([C:27]3[NH:28][CH:29]=[CH:30][CH:31]=3)[CH:3]=[CH:4][C:5]1=2. Reported procedure: The title compound (mp 158°-160° C.) was prepared from 2-chloro-5,11-dihydro-5,11-dimethyl-6H-dipyrido[3,2-b:2',3'-e][1,4]diazepin-6-one and (t-butoxycarbonyl)pyrrole in a manner analogous to that described in Example 23. The reactants are BrC1=C(C=C(C=C1)C(F)(F)F)I (2-bromo-5-(trifluoromethyl)-iodobenzene), BrC1=C(C=C(C=C1)C(F)(F)F)N (2-bromo-5-(trifluoromethyl)benzeneamine), P(OCC)(OCC)=O (diethyl phosphonate). Reagents/catalysts: Cl[Si](C)(C)C (chlorotrimethylsilane). Yields the product BrC1=C(C=C(C=C1)C(F)(F)F)I (2-Bromo-5-(trifluoromethyl)-iodobenzene), BrC1=C(C=C(C=C1)C(F)(F)F)C(F)(F)P(OCC)(OCC)=O (Diethyl [2-bromo-5-(trifluoromethyl)phenyl]difluoromethylphosphonate), Compound 87. RXN SMILES: [Br:1][C:2]1[CH:7]=[CH:6][C:5]([C:8]([F:11])([F:10])[F:9])=[CH:4][C:3]=1N.[Br:13][C:14]1[CH:19]=[CH:18][C:17]([C:20]([F:23])([F:22])[F:21])=[CH:16][C:15]=1[I:24].[PH:25](=[O:32])([O:29][CH2:30][CH3:31])[O:26][CH2:27][CH3:28]>Cl[Si](C)(C)C>[Br:13][C:14]1[CH:19]=[CH:18][C:17]([C:20]([F:21])([F:22])[F:23])=[CH:16][C:15]=1[I:24].[Br:1][C:2]1[CH:7]=[CH:6][C:5]([C:8]([F:11])([F:10])[F:9])=[CH:4][C:3]=1[C:20]([P:25](=[O:32])([O:29][CH2:30][CH3:31])[O:26][CH2:27][CH3:28])([F:22])[F:23]. Procedure: 2-Bromo-5-(trifluoromethyl)-iodobenzene was synthesized from 2-bromo-5-(trifluoromethyl)benzeneamine according to the procedure described for Example 86. Diethyl [2-bromo-5-(trifluoromethyl)phenyl]difluoromethylphosphonate was synthesized from 2-bromo-5-(trifluoromethyl)-iodobenzene according to Example 25 except that chlorotrimethylsilane (several drops) was used in place of acetic acid. Compound 87 was synthesized according to procedures similar to those of Example 40 from this corresponding d... Reactants: N#Cc1c(N2CCN(C(=O)c3ccco3)CC2)c2cc(F)cnc2[nH]c1=O, Fc1cccc(CBr)c1. Yields the product N#Cc1c(N2CCN(C(=O)c3ccco3)CC2)c2cc(F)cnc2n(Cc2cccc(F)c2)c1=O. RXN SMILES: [F:1][c:2]1[cH:3][c:4]2[c:5]([N:15]3[CH2:16][CH2:17][N:18]([C:21](=[O:22])[c:23]4[o:24][cH:25][cH:26][cH:27]4)[CH2:19][CH2:20]3)[c:6]([C:13]#[N:14])[c:7](=[O:12])[nH:8][c:9]2[n:10][cH:11]1.[F:28][c:29]1[cH:30][c:31]([CH2:32][Br:33])[cH:34][cH:35][cH:36]1>>[F:1][c:2]1[cH:3][c:4]2[c:5]([N:15]3[CH2:16][CH2:17][N:18]([C:21](=[O:22])[c:23]4[o:24][cH:25][cH:26][cH:27]4)[CH2:19][CH2:20]3)[c:6]([C:13]#[N:14])[c:7](=[O:12])[n:8]([CH2:32][c:31]3[cH:30][c:29]([F:28])[cH:36][cH:35][cH:34]3)[c:9]2[n:10][cH:11]1.